This data is from the Open Reaction Database (ORD), a public repository of structured organic reaction records. The task is: describe an organic reaction: reactants, conditions, products, and yield RXN SMILES: [CH3:1][N:2]1[C:10]2[CH:9]=[CH:8][CH:7]=[CH:6][C:5]=2[C:4]2[C:11](=O)[CH2:12][CH2:13][C:3]1=2.Cl.[NH2:16][OH:17]>N1C=CC=CC=1>[CH3:1][N:2]1[C:10]2[CH:9]=[CH:8][CH:7]=[CH:6][C:5]=2[C:4]2[C:11](=[N:16][OH:17])[CH2:12][CH2:13][C:3]1=2 |f:1.2|. Isolated yield 92.0%. Product: CN1C2=C(C=3C=CC=CC13)C(CC2)=NO (3,4-Dihydro-4-methylcyclopent[b]indol-1(2H)-one oxime). The reactants are CN1C2=C(C=3C=CC=CC13)C(CC2)=O (3,4-Dihydro-4-methylcyclopent[b]indol-1(2H)-one), Cl.NO (hydroxylamine hydrochloride), 18h. Reported procedure: 3,4-Dihydro-4-methylcyclopent[b]indol-1(2H)-one (1.7 g) and hydroxylamine hydrochloride (1.925 g) in pyridine were heated at 60° for 18h and cooled. The reaction mixture was evaporated in vacuo to a residue to which was added 8% sodium bicarbonate (150 ml). Extraction with ethyl acetate (300 ml) produced a suspension in the organic layer; this layer and associated solid was separated from the aqueous layer. The aqueous layer was re-extracted with ethyl acetate (250 ml). The combined organic extr... Run in N1=CC=CC=C1 (pyridine). Reactants: C(CCC)P(CCCC)CCCC (tributylphosphine), O(C1=CC=CC=C1)CC1CN(C(O1)=O)CCCO (3-(5-phenoxymethyl-2-oxooxazolidin-3-yl)propanol), OC1=CC=C(CC2C(N(C(S2)=O)C(C2=CC=CC=C2)(C2=CC=CC=C2)C2=CC=CC=C2)=O)C=C1 (5-(4-hydroxybenzyl)-3-triphenylmethylthiazolidine-2,4-dione), N(=NC(=O)N1CCCCC1)C(=O)N1CCCCC1 (azodicarbonyldipiperidine). Run in C1=CC=CC=C1 (benzene). Yields the product O(C1=CC=CC=C1)CC1CN(C(O1)=O)CCCOC1=CC=C(CC2C(N(C(S2)=O)C(C2=CC=CC=C2)(C2=CC=CC=C2)C2=CC=CC=C2)=O)C=C1 (5-{4-[3-(5-Phenoxymethyl-2-oxooxazolidin-3-yl)propoxy]benzyl}-3-triphenylmethylthiazolidine-2,4-dione). The yield is 55.2%. As a reaction SMILES: C(P(CCCC)CCCC)CCC.[OH:14][C:15]1[CH:47]=[CH:46][C:18]([CH2:19][CH:20]2[S:24][C:23](=[O:25])[N:22]([C:26]([C:39]3[CH:44]=[CH:43][CH:42]=[CH:41][CH:40]=3)([C:33]3[CH:38]=[CH:37][CH:36]=[CH:35][CH:34]=3)[C:27]3[CH:32]=[CH:31][CH:30]=[CH:29][CH:28]=3)[C:21]2=[O:45])=[CH:17][CH:16]=1.N(C(N1CCCCC1)=O)=NC(N1CCCCC1)=O.[O:66]([CH2:73][CH:74]1[O:78][C:77](=[O:79])[N:76]([CH2:80][CH2:81][CH2:82]O)[CH2:75]1)[C:67]1[CH:72]=[CH:71][CH:70]=[CH:69][CH:68]=1>C1C=CC=CC=1>[O:66]([CH2:73][CH:74]1[O:78][C:77](=[O:79])[N:76]([CH2:80][CH2:81][CH2:82][O:14][C:15]2[CH:16]=[CH:17][C:18]([CH2:19][CH:20]3[S:24][C:23](=[O:25])[N:22]([C:26]([C:39]4[CH:40]=[CH:41][CH:42]=[CH:43][CH:44]=4)([C:27]4[CH:32]=[CH:31][CH:30]=[CH:29][CH:28]=4)[C:33]4[CH:38]=[CH:37][CH:36]=[CH:35][CH:34]=4)[C:21]3=[O:45])=[CH:46][CH:47]=2)[CH2:75]1)[C:67]1[CH:72]=[CH:71][CH:70]=[CH:69][CH:68]=1. Procedure: A procedure similar to that described in Preparation 6 was repeated, except that 1.29 g of tributylphosphine, 30 ml of anhydrous benzene, 2.98 g of 5-(4-hydroxybenzyl)-3-triphenylmethylthiazolidine-2,4-dione, 1.61 g of azodicarbonyldipiperidine and 1.33 g of 3-(5-phenoxymethyl-2-oxooxazolidin-3-yl)propanol (prepared as described in Preparation 114) were used, to give 2.04 g of the title compound, melting at 70° C. to 73° C. Starting materials: C=CCN1C(=O)CCC1c1ccc(-c2ccc(OC(F)(F)F)cc2)cc1, C1CCOC1, CCOC(C)=O, [Na+], O=C([O-])O, O, O, Cc1ccc(S(=O)(=O)O)cc1. The product is O=C1CCC(c2ccc(-c3ccc(OC(F)(F)F)cc3)cc2)N1. RXN SMILES: [CH2:1]([CH:2]=[CH2:3])[N:4]1[C:5](=[O:26])[CH2:6][CH2:7][CH:8]1[c:9]1[cH:10][cH:11][c:12](-[c:15]2[cH:16][cH:17][c:18]([O:21][C:22]([F:23])([F:24])[F:25])[cH:19][cH:20]2)[cH:13][cH:14]1.[CH2:39]1[O:40][CH2:41][CH2:42][CH2:43]1.[CH3:50][CH2:51][O:52][C:53](=[O:54])[CH3:55].[Na+:49].[O-:45][C:46]([OH:47])=[O:48].[OH2:27].[OH2:44].[c:28]1([CH3:29])[cH:30][cH:31][c:32]([S:33]([OH:34])(=[O:35])=[O:36])[cH:37][cH:38]1>>[NH:4]1[C:5](=[O:26])[CH2:6][CH2:7][CH:8]1[c:9]1[cH:10][cH:11][c:12](-[c:15]2[cH:16][cH:17][c:18]([O:21][C:22]([F:23])([F:24])[F:25])[cH:19][cH:20]2)[cH:13][cH:14]1. Reaction SMILES: [Cl:1][S:2](=[O:3])(=[O:4])[OH:5].[F:6][C:7]([C:8](=[O:9])[N:10]1[CH2:11][CH2:12][c:13]2[cH:14][cH:15][cH:16][cH:17][c:18]21)([F:19])[F:20].[S:21]([Cl:22])([Cl:23])=[O:24]>>[Cl:1][S:2](=[O:3])(=[O:5])[c:15]1[cH:14][c:13]2[c:18]([cH:17][cH:16]1)[N:10]([C:8]([C:7]([F:6])([F:19])[F:20])=[O:9])[CH2:11][CH2:12]2. The product is O=C(N1CCc2cc(S(=O)(=O)Cl)ccc21)C(F)(F)F. The reactants are O=S(=O)(O)Cl, O=C(N1CCc2ccccc21)C(F)(F)F, O=S(Cl)Cl. The reactants are BrC=1C=C(CC(Br)(CC2=CC(=CC=C2)Br)CC2=CC(=CC=C2)Br)C=CC1 (tris(3-bromobenzyl)bromomethane). RXN SMILES: [Br:1][C:2]1[CH:3]=[C:4]([CH:24]=[CH:25][CH:26]=1)[CH2:5][C:6]([CH2:16][C:17]1[CH:22]=[CH:21][CH:20]=[C:19]([Br:23])[CH:18]=1)([CH2:8][C:9]1[CH:14]=[CH:13][CH:12]=[C:11]([Br:15])[CH:10]=1)Br>C(O)(=O)C.[Zn]>[Br:1][C:2]1[CH:3]=[C:4]([CH:24]=[CH:25][CH:26]=1)[CH2:5][CH:6]([CH2:8][C:9]1[CH:14]=[CH:13][CH:12]=[C:11]([Br:15])[CH:10]=1)[CH2:16][C:17]1[CH:22]=[CH:21][CH:20]=[C:19]([Br:23])[CH:18]=1. The reagents and catalysts are [Zn] (zinc). Run at temperature 50 celsius, time 6 hour. Reported procedure: A suspension of 150.5 g (250 mmol) of tris(3-bromobenzyl)bromomethane and 163.5 g (2.5 mol) of zinc dust in 2000 ml of glacial acetic acid was stirred at 50° C. for 6 h. After cooling, the reaction mixture was filtered through silica gel (care: the filter residue is pyrophoric!). The filtrate was freed from glacial acetic acid under reduced pressure, and the residue was taken up in 1000 ml of dichloromethane. After the dichloromethane phase had been washed with water (2×500 ml), dried over sodiu... The product is BrC=1C=C(CC(CC2=CC(=CC=C2)Br)CC2=CC(=CC=C2)Br)C=CC1 (Tris(3-bromobenzyl)methane). Run in C(C)(=O)O (acetic acid). The reactants are Cn1cc(-c2ccccc2N)cn1, CC(=O)O, [Cl-], Cl, O=N[O-], [Na+], O=S=O, O, O, O. Yields the product Cn1cc(-c2ccccc2S(=O)(=O)Cl)cn1. As a reaction SMILES: [CH3:1][n:2]1[n:3][cH:4][c:5](-[c:7]2[c:8]([NH2:13])[cH:9][cH:10][cH:11][cH:12]2)[cH:6]1.[CH3:25][C:26](=[O:27])[OH:28].[Cl-:21].[ClH:18].[N:14]([O-:15])=[O:16].[Na+:17].[O:22]=[S:23]=[O:24].[OH2:19].[OH2:20].[OH2:29]>>[CH3:1][n:2]1[n:3][cH:4][c:5](-[c:7]2[c:8]([S:23]([Cl:18])(=[O:22])=[O:24])[cH:9][cH:10][cH:11][cH:12]2)[cH:6]1.